Task: describe an organic reaction: reactants, conditions, products, and yield. Dataset: the Open Reaction Database (ORD), a public repository of structured organic reaction records The reactants are C([O-])([O-])=O.[K+].[K+] (Potassium carbonate), ClCC(=C)C (3-chloro-2-methyl-1-propene), BrC1=C(C=CC(=C1)F)O (2-bromo-4-fluorophenol). Solvent: CN(C)C=O (DMF). Conditions: temperature 60 celsius, time 8 hour. Product: BrC1=C(C=CC(=C1)F)OCC(=C)C (2-bromo-4-fluoro-1-[(2-methylprop-2-en-1-yl)oxy]benzene). The yield is 95.0%. As a reaction SMILES: C(=O)([O-])[O-].[K+].[K+].Cl[CH2:8][C:9]([CH3:11])=[CH2:10].[Br:12][C:13]1[CH:18]=[C:17]([F:19])[CH:16]=[CH:15][C:14]=1[OH:20]>CN(C=O)C>[Br:12][C:13]1[CH:18]=[C:17]([F:19])[CH:16]=[CH:15][C:14]=1[O:20][CH2:8][C:9]([CH3:11])=[CH2:10] |f:0.1.2|. Reported procedure: Potassium carbonate (829 mg, 6.00 mmol) and 3-chloro-2-methyl-1-propene (0.591 mL, 6.00 mmol) were added to a solution (25 mL) of 2-bromo-4-fluorophenol (955 mg, 5.00 mmol) in DMF, and stirred at 60° C. overnight. The solvent was distilled away under reduced pressure, and after diluted with ethyl acetate, the resultant was washed with water and saturated brine, and then dried over anhydrous magnesium sulfate. The solvent was distilled away, and the resulting residue was purified by silica gel ch... Reactants: C(CCC)(=O)C1=CNC2=CC=C(C=C2C1=O)COC(C1=CC=CC=C1)=O (3-Butyryl-6-(benzoyloxymethyl)-4(1H)-quinolone), P(=O)(Cl)(Cl)Cl (phosphorus oxychloride). Yields the product C(CCC)(=O)C=1C=NC2=CC=C(C=C2C1Cl)COCC1=CC=CC=C1 (3-butyryl-4-chloro-6-(benzyloxymethyl)quinoline). Yield: 67.0%. Reaction SMILES: [C:1]([C:6]1[C:15](=O)[C:14]2[C:9](=[CH:10][CH:11]=[C:12]([CH2:17][O:18][C:19](=O)[C:20]3[CH:25]=[CH:24][CH:23]=[CH:22][CH:21]=3)[CH:13]=2)[NH:8][CH:7]=1)(=[O:5])[CH2:2][CH2:3][CH3:4].P(Cl)(Cl)([Cl:29])=O>>[C:1]([C:6]1[CH:7]=[N:8][C:9]2[C:14]([C:15]=1[Cl:29])=[CH:13][C:12]([CH2:17][O:18][CH2:19][C:20]1[CH:25]=[CH:24][CH:23]=[CH:22][CH:21]=1)=[CH:11][CH:10]=2)(=[O:5])[CH2:2][CH2:3][CH3:4]. Reported procedure: 3-Butyryl-6-(benzoyloxymethyl)-4(1H)-quinolone (30 g) was heated under reflux in phosphorus oxychloride (200 ml) for 30 minutes. The solvent was evaporated and the residue partitioned between dichloromethane and ammonia solution. The organic layer was washed successively .with sodium hydrogen carbonate solution and 50% brine. Dried (anhyd. MgSO4), filtered and evaporated to an oily solid which crystallized on trituration with petroleum ether to give 3-butyryl-4-chloro-6-(benzyloxymethyl)quinolin... The reactants are Cc1ccccc1, Cl, Oc1cccc(F)c1F, [Na+], [Na+], [Na+], [OH-], O=S([O-])[O-]. Product: Oc1ccc(O)c(F)c1F. As a reaction SMILES: [CH3:11][c:12]1[cH:13][cH:14][cH:15][cH:16][cH:17]1.[ClH:10].[F:1][c:2]1[c:3]([OH:9])[cH:4][cH:5][cH:6][c:7]1[F:8].[Na+:22].[Na+:23].[Na+:25].[OH-:24].[S:18](=[O:19])([O-:20])[O-:21]>>[F:1][c:2]1[c:3]([OH:9])[cH:4][cH:5][c:6]([OH:19])[c:7]1[F:8]. The reactants are O=C([O-])O, Nc1nc(N)c(C(=O)N=C2NCC3(CCN(C(=O)CCc4ccc(OCC(=O)O)c(Cl)c4)CC3)N2)nc1Cl, CCCN(CCC)C(=O)CCl, [Na+], CN(C)C=O, O. Yields the product CCCN(CCC)C(=O)COC(=O)COc1ccc(CCC(=O)N2CCC3(CC2)CNC(=NC(=O)c2nc(Cl)c(N)nc2N)N3)cc1Cl. RXN SMILES: [C:50](=[O:51])([O-:52])[OH:53].[Cl:1][c:2]1[c:3]([O:4][CH2:5][C:6](=[O:7])[OH:8])[cH:9][cH:10][c:11]([CH2:13][CH2:14][C:15](=[O:16])[N:17]2[CH2:18][CH2:19][C:20]3([CH2:21][NH:22][C:23](=[N:25][C:26](=[O:27])[c:28]4[n:29][c:30]([Cl:36])[c:31]([NH2:35])[n:32][c:33]4[NH2:34])[NH:24]3)[CH2:37][CH2:38]2)[cH:12]1.[Cl:39][CH2:40][C:41](=[O:42])[N:43]([CH2:44][CH2:45][CH3:46])[CH2:47][CH2:48][CH3:49].[Na+:54].[O:56]=[CH:57][N:58]([CH3:59])[CH3:60].[OH2:55]>>[Cl:1][c:2]1[c:3]([O:4][CH2:5][C:6]([O:7][CH2:40][C:41](=[O:42])[N:43]([CH2:44][CH2:45][CH3:46])[CH2:47][CH2:48][CH3:49])=[O:8])[cH:9][cH:10][c:11]([CH2:13][CH2:14][C:15](=[O:16])[N:17]2[CH2:18][CH2:19][C:20]3([CH2:21][NH:22][C:23](=[N:25][C:26](=[O:27])[c:28]4[n:29][c:30]([Cl:36])[c:31]([NH2:35])[n:32][c:33]4[NH2:34])[NH:24]3)[CH2:37][CH2:38]2)[cH:12]1. Starting materials: C1(CC1)N(C(=O)[C@H]1CN(CC[C@@H]1C1=CC=C(C=C1)OCCOC1=C(C=C(C=C1Cl)C)Cl)C(=O)OC(C)(C)C)CC1=CC(=CC(=C1)CCCOC)OC[C@H]1[C@@H](C1)C(=O)OCC (tert-butyl (3R,4S)-3-({cyclopropyl[3-{[(1R,2R)-2-(ethoxy-carbonyl)cyclopropyl]methoxy}-5-(3-methoxypropyl)benzyl]amino}carbonyl)-4-{4-[2-(2,6-dichloro-4-methylphenoxy)ethoxy]phenyl}piperidine-1-carboxylate), Cl (HCl), O1CCOCC1 (dioxane). The solvent is C(Cl)Cl (DCM). Reaction conditions: time 5 hour. Yields the product C1(CC1)N(C(=O)[C@H]1CNCC[C@@H]1C1=CC=C(C=C1)OCCOC1=C(C=C(C=C1Cl)C)Cl)CC=1C=C(OC[C@H]2[C@@H](C2)C(=O)OCC)C=C(C1)CCCOC (Ethyl (1R,2R)-2-{[3-({cyclopropyl[((3R,4S)-4-{4-[2-(2,6-dichloro-4-methyl-phenoxy)ethoxy]phenyl}piperidin-3-yl)carbonyl]amino}methyl)-5-(3-methoxy-propyl)phenoxy]methyl}cyclopropanecarboxylate). Reaction SMILES: [CH:1]1([N:4]([CH2:39][C:40]2[CH:45]=[C:44]([CH2:46][CH2:47][CH2:48][O:49][CH3:50])[CH:43]=[C:42]([O:51][CH2:52][C@@H:53]3[CH2:55][C@H:54]3[C:56]([O:58][CH2:59][CH3:60])=[O:57])[CH:41]=2)[C:5]([C@@H:7]2[C@@H:12]([C:13]3[CH:18]=[CH:17][C:16]([O:19][CH2:20][CH2:21][O:22][C:23]4[C:28]([Cl:29])=[CH:27][C:26]([CH3:30])=[CH:25][C:24]=4[Cl:31])=[CH:15][CH:14]=3)[CH2:11][CH2:10][N:9](C(OC(C)(C)C)=O)[CH2:8]2)=[O:6])[CH2:3][CH2:2]1.Cl.O1CCOCC1>C(Cl)Cl>[CH:1]1([N:4]([CH2:39][C:40]2[CH:41]=[C:42]([CH:43]=[C:44]([CH2:46][CH2:47][CH2:48][O:49][CH3:50])[CH:45]=2)[O:51][CH2:52][C@@H:53]2[CH2:55][C@H:54]2[C:56]([O:58][CH2:59][CH3:60])=[O:57])[C:5]([C@@H:7]2[C@@H:12]([C:13]3[CH:14]=[CH:15][C:16]([O:19][CH2:20][CH2:21][O:22][C:23]4[C:28]([Cl:29])=[CH:27][C:26]([CH3:30])=[CH:25][C:24]=4[Cl:31])=[CH:17][CH:18]=3)[CH2:11][CH2:10][NH:9][CH2:8]2)=[O:6])[CH2:3][CH2:2]1. Reported procedure: To a solution tert-butyl (3R,4S)-3-({cyclopropyl[3-{[(1R,2R)-2-(ethoxy-carbonyl)cyclopropyl]methoxy}-5-(3-methoxypropyl)benzyl]amino}carbonyl)-4-{4-[2-(2,6-dichloro-4-methylphenoxy)ethoxy]phenyl}piperidine-1-carboxylate (1 eq.) from the previous step in DCM (0.05 M) was added 4 M HCl in dioxane (10 eq.) and stirred at rt for 5 h. The reaction was concentrated in vacuo. The crude product was purified by flash column chromatography (SiO2, 5% [2 M NH3 in MeOH] in DCM) to afford the title compound a... The reactants are ClCC1=CC2=C(OCO2)C=C1C (5-chloromethyl-6-methyl-1,3-benzodioxole), SCC(=O)O (mercaptoacetic acid), [OH-].[Na+] (sodium hydroxide). The solvent is C(C)O (ethanol). Product: CC=1C(=CC2=C(OCO2)C1)CSCC(=O)O ([{(6-Methyl-1,3-benzodioxol-5-yl)methyl}thio]acetic acid). The yield is 20.5%. As a reaction SMILES: Cl[CH2:2][C:3]1[C:11]([CH3:12])=[CH:10][C:6]2[O:7][CH2:8][O:9][C:5]=2[CH:4]=1.[SH:13][CH2:14][C:15]([OH:17])=[O:16].[OH-].[Na+]>C(O)C>[CH3:12][C:11]1[C:3]([CH2:2][S:13][CH2:14][C:15]([OH:17])=[O:16])=[CH:4][C:5]2[O:9][CH2:8][O:7][C:6]=2[CH:10]=1 |f:2.3|. Procedure details: A suspension of 6.0 g of 5-chloromethyl-6-methyl-1,3-benzodioxole, 6.0 g of mercaptoacetic acid and 6.5 g of sodium hydroxide in 130 ml of 50% aqueous ethanol was heated under reflux for one hour and concentrated, followed by the addition of water. The mixture was washed with ethyl acetate. The aqueous layer was acidified with 1N hydrochloric acid and extracted with chloroform. The organic layer was dried over magnesium sulfate and distilled to remove the solvent. The residue was chromatographed... Reactants: [H-].[Na+] (sodium hydride), CC(=O)C1=C(C=C(C=C1)OC)F (2-fluoro-4-methoxyacetophenone), CN(C=O)C (N,N-dimethylformamide), C(=S)=S (carbon disulfide). The solvent is CO (methanol), C1=CC=CC=C1 (benzene). Conditions: temperature 17.5 celsius. Product: SC=1SC2=C(C(C1)=O)C=CC(=C2)OC (2-mercapto-7-methoxy-4-oxo-4H-1-benzothiopyran). The yield is 74.5%. RXN SMILES: [CH3:1][C:2]([C:4]1[CH:9]=[CH:8][C:7]([O:10][CH3:11])=[CH:6][C:5]=1F)=[O:3].CN(C)C=O.[C:18](=[S:20])=[S:19].[H-].[Na+]>CO.C1C=CC=CC=1>[SH:19][C:18]1[S:20][C:5]2[CH:6]=[C:7]([O:10][CH3:11])[CH:8]=[CH:9][C:4]=2[C:2](=[O:3])[CH:1]=1 |f:3.4|. Reported procedure: In accordance with the process disclosed in Aust. J. Chem. 40, 1179 (1987), the mixture of 2-fluoro-4-methoxyacetophenone (3 g, 22.73 mmol), N,N-dimethylformamide (25 ml), benzene (17.5 ml) and carbon disulfide (3.78 g, 50.01 mmol) was stirred and added with 55% sodium hydride (2.42 g, 55.47 mmol) over about 2.5 hours while inner temperature was maintained at 15-20° C. After additional stirring for 30 minutes, the reaction mixture was added with methanol (0.5 ml) and further stirred for 15 minut... The reactants are NC1CCc2cccc(NC(=O)OCc3ccccc3)c2C1, CS(=O)(=O)Cl, CCN(C(C)C)C(C)C, ClCCl, O. The product is CS(=O)(=O)NC1CCc2cccc(NC(=O)OCc3ccccc3)c2C1. RXN SMILES: [CH2:6]([c:7]1[cH:8][cH:9][cH:10][cH:11][cH:12]1)[O:13][C:14]([NH:15][c:16]1[cH:17][cH:18][cH:19][c:20]2[c:25]1[CH2:24][CH:23]([NH2:26])[CH2:22][CH2:21]2)=[O:27].[CH3:1][S:2]([Cl:3])(=[O:4])=[O:5].[CH:28]([N:29]([CH:30]([CH3:31])[CH3:32])[CH2:33][CH3:34])([CH3:35])[CH3:36].[Cl:38][CH2:39][Cl:40].[OH2:37]>>[CH3:1][S:2](=[O:4])(=[O:5])[NH:26][CH:23]1[CH2:22][CH2:21][c:20]2[cH:19][cH:18][cH:17][c:16]([NH:15][C:14]([O:13][CH2:6][c:7]3[cH:8][cH:9][cH:10][cH:11][cH:12]3)=[O:27])[c:25]2[CH2:24]1.